From a dataset of the Open Reaction Database (ORD), a public repository of structured organic reaction records. describe an organic reaction: reactants, conditions, products, and yield Reactants: CN(CCCl)C (2-dimethylaminoethyl chloride), [I-].[Na+] (sodium iodide), ice water, S1CC(NC2=C1C=CC=C2)=O (1,4-benzothiazin-3(4H)-one), CN(C)C=O (DMF), [H-].[Na+] (sodium hydride). The solvent is C1(=CC=CC=C1)C (toluene). Yields the product CN(C(CN1C(CSC2=C1C=CC=C2)=O)N(C)C)C (4-[2-(Dimethylamino) -(Dimethylamino)ethyl]-2H-1,4-benzothiazin-3(4H)-one). As a reaction SMILES: [S:1]1[C:6]2[CH:7]=[CH:8][CH:9]=[CH:10][C:5]=2[NH:4][C:3](=[O:11])[CH2:2]1.[H-].[Na+].[CH3:14][N:15]([CH3:19])[CH2:16][CH2:17]Cl.[I-].[Na+].[CH3:22][N:23](C=O)[CH3:24]>C1(C)C=CC=CC=1>[CH3:14][N:15]([CH3:19])[CH:16]([N:23]([CH3:24])[CH3:22])[CH2:17][N:4]1[C:5]2[CH:10]=[CH:9][CH:8]=[CH:7][C:6]=2[S:1][CH2:2][C:3]1=[O:11] |f:1.2,4.5|. Procedure: A mixture of 108 g of 1,4-benzothiazin-3(4H)-one in 650 ml of DMF is stirred and treated portionwise with 32.5 g of sodium hydride (50% dispersion) while maintaining the temperature below 50°. The solution is then heated to 70°, cooled to 25° and treated with 350 ml of 2.8 N toluene solution of 2-dimethylaminoethyl chloride and 6 g of sodium iodide. This mixture is heated at 100°-105° for 3 hours, cooled, poured into 2 liters of ice-water, and extracted with 500 ml of ether (three times). The or... Starting materials: CN(C1(CCC(CC1)=O)C1=CC=CC=C1)C (4-dimethylamino-4-phenylcyclohexanone), B(=O)[O-].[Na+] (sodium boranate), P(=O)([O-])([O-])[O-] (phosphate). The solvent is C(C)(C)O (isopropanol). Conditions: time 8 hour. Yields the product CN(C1(CCC(CC1)O)C1=CC=CC=C1)C (4-dimethylamino-4-phenylcyclohexanol). The yield is 81.3%. As a reaction SMILES: [CH3:1][N:2]([CH3:16])[C:3]1([C:10]2[CH:15]=[CH:14][CH:13]=[CH:12][CH:11]=2)[CH2:8][CH2:7][C:6](=[O:9])[CH2:5][CH2:4]1.B([O-])=O.[Na+].P([O-])([O-])([O-])=O>C(O)(C)C>[CH3:1][N:2]([CH3:16])[C:3]1([C:10]2[CH:15]=[CH:14][CH:13]=[CH:12][CH:11]=2)[CH2:8][CH2:7][CH:6]([OH:9])[CH2:5][CH2:4]1 |f:1.2|. Reported procedure: 3.35 g of 4-dimethylamino-4-phenylcyclohexanone were suspended in 25 ml of isopropanol; 620 mg of sodium boranate were added, while cooling with an ice bath, and stirring was carried out overnight at room temperature. 6.5 ml of phosphate buffer (pH 7, Merck-Darmstadt) were added dropwise and the mixture was concentrated. The residue was taken up in 10 ml of water and 20 ml of diethyl ether and rendered alkaline with potassium hydroxide. The phases were separated and extracted three times using 1... Starting materials: ClC1=NC=CC(=C1)Cl (2,4-dichloropyridine), ice water, C(C1=CC=CC=C1)O (Benzyl alcohol), [H-].[Na+] (NaH). The solvent is C1CCOC1 (THF), C1CCOC1 (THF). Conditions: time 30 minute. The product is C(C1=CC=CC=C1)OC1=NC=CC(=C1)Cl (2-(Benzyloxy)-4-chloropyridine). Yield: 27.0%. Reaction SMILES: [CH2:1]([OH:8])[C:2]1[CH:7]=[CH:6][CH:5]=[CH:4][CH:3]=1.[H-].[Na+].Cl[C:12]1[CH:17]=[C:16]([Cl:18])[CH:15]=[CH:14][N:13]=1>C1COCC1>[CH2:1]([O:8][C:12]1[CH:17]=[C:16]([Cl:18])[CH:15]=[CH:14][N:13]=1)[C:2]1[CH:7]=[CH:6][CH:5]=[CH:4][CH:3]=1 |f:1.2|. Procedure: Benzyl alcohol (1.7 ml, 16.326 mmol, 1.2 eq) was added at 0° C. to a suspension of NaH (1.088 g, 27.21 mmol, 2.0 eq) in THF (50 ml) and the mixture was stirred for 30 minutes. A solution of 2,4-dichloropyridine (2.0 g, 13.605 mmol, 1.0 eq) in THF (10 ml) was added dropwise and stirring was carried out for 2 hours at RT. After monitoring by TLC, the reaction mixture was hydrolyzed with ice-water (60 ml) and extracted with ethyl acetate (2×120 ml). The combined org. phases were washed with sat. Na... Reactants: CC#N, CCO, Clc1ccc2c(Cl)ccnc2c1, NC1CCCCC1N1CCCC1. Yields the product Clc1ccc2c(NC3CCCCC3N3CCCC3)ccnc2c1. Reaction SMILES: [C:28](#[N:29])[CH3:30].[CH2:25]([OH:26])[CH3:27].[Cl:1][c:2]1[cH:3][cH:4][n:5][c:6]2[cH:7][c:8]([Cl:12])[cH:9][cH:10][c:11]12.[N:13]1([CH:18]2[CH:19]([NH2:24])[CH2:20][CH2:21][CH2:22][CH2:23]2)[CH2:14][CH2:15][CH2:16][CH2:17]1>>[c:2]1([NH:24][CH:19]2[CH:18]([N:13]3[CH2:14][CH2:15][CH2:16][CH2:17]3)[CH2:23][CH2:22][CH2:21][CH2:20]2)[cH:3][cH:4][n:5][c:6]2[cH:7][c:8]([Cl:12])[cH:9][cH:10][c:11]12. Reactants: CC(=O)O, O=C1CN(c2ccc(CC3NC(=O)c4ccccc4NC3=O)cc2OCc2ccccc2)S(=O)(=O)N1, CCO. RXN SMILES: [C:37]([OH:38])(=[O:39])[CH3:40].[CH2:1]([c:2]1[cH:3][cH:4][cH:5][cH:6][cH:7]1)[O:8][c:9]1[cH:10][c:11]([CH2:12][CH:13]2[C:14](=[O:25])[NH:15][c:16]3[c:17]([cH:21][cH:22][cH:23][cH:24]3)[C:18](=[O:20])[NH:19]2)[cH:26][cH:27][c:28]1[N:29]1[S:30](=[O:35])(=[O:36])[NH:31][C:32](=[O:34])[CH2:33]1.[CH2:41]([OH:42])[CH3:43]>>[OH:8][c:9]1[cH:10][c:11]([CH2:12][CH:13]2[C:14](=[O:25])[NH:15][c:16]3[c:17]([cH:21][cH:22][cH:23][cH:24]3)[C:18](=[O:20])[NH:19]2)[cH:26][cH:27][c:28]1[N:29]1[S:30](=[O:35])(=[O:36])[NH:31][C:32](=[O:34])[CH2:33]1. The product is O=C1CN(c2ccc(CC3NC(=O)c4ccccc4NC3=O)cc2O)S(=O)(=O)N1. The reactants are C(C)(C)(C)OC(=O)N1C[C@@H](CCC1)C(=O)O ((R)-1-(tert-butoxycarbonyl)piperidine-3-carboxylic acid), Cl (hydrochloric acid). Solvent: ClCCl (dichloromethane). Conditions: temperature 30 celsius, time 2 hour. Yields the product N1C[C@@H](CCC1)C(=O)O ((R)-piperidine-3-carboxylic acid). RXN SMILES: C(OC([N:8]1[CH2:13][CH2:12][CH2:11][C@@H:10]([C:14]([OH:16])=[O:15])[CH2:9]1)=O)(C)(C)C.Cl>ClCCl>[NH:8]1[CH2:13][CH2:12][CH2:11][C@@H:10]([C:14]([OH:16])=[O:15])[CH2:9]1. Procedure: To (R)-1-(tert-butoxycarbonyl)piperidine-3-carboxylic acid (7.0 mmol) was added dichloromethane (48 mL) followed by hydrochloric acid (4M, 16 mL). The reaction mixture was stirred at 30° C. for 2 h. The solvent was removed under reduced pressure to afford (R)-piperidine-3-carboxylic acid which was used without further purification.